From a dataset of the Open Reaction Database (ORD), a public repository of structured organic reaction records. describe an organic reaction: reactants, conditions, products, and yield The reactants are C1=CC=C2C=C(C=CC2=C1)C[C@@H](C(=O)O)N (L-3-(2-naphthyl)-alanine), C1=CC=C2C=C(C=CC2=C1)C[C@@H](C(=O)O)N (L-3-(2-naphthyl)-alanine), COOH, C(CC[C@@H](C(=O)O)NC(=O)C1=CC=C(NCC=2CNC=3N=C(N)NC(=O)C3N2)C=C1)(=O)[O-] (dihydrofolate), SS12-TyrRS. Product: N[C@@H](CC1=CC=C(C=C1)O)C(=O)O (tyrosine). Reaction SMILES: C1C=[C:9]2[C:4]([CH:5]=[C:6]([CH2:11][C@H:12]([NH2:16])[C:13]([OH:15])=[O:14])[CH:7]=[CH:8]2)=CC=1.C([O-])(=O)CC[C@H](NC(C1C=CC(NCC2CNC3N=C(NC(C=3N=2)=O)N)=CC=1)=O)C(O)=[O:22]>>[NH2:16][C@H:12]([C:13]([OH:15])=[O:14])[CH2:11][C:6]1[CH:7]=[CH:8][C:9]([OH:22])=[CH:4][CH:5]=1. Procedure details: An L-3-(2-naphthyl)-alanine mutant of mouse dihydrofolate reductase (DHFR) was generated and characterized to confirm the ability of the mtRNACUATyr/SS12-TyrRS pair to site-specifically incorporate L-3-(2-naphthyl)-alanine in response to an amber stop codon. The Tyr163 codon of the mouse DHFR gene was mutated to TAG, and a His6 tag was added to the COOH-terminus of DHFR to facilitate protein purification using Ni2+ affinity chromatography. As a positive control, wild-type M. jannaschii TyrRS was...